Dataset: the Open Reaction Database (ORD), a public repository of structured organic reaction records. Task: describe an organic reaction: reactants, conditions, products, and yield Yield: 69.4%. Run in S(O)(O)(=O)=O (sulfuric acid). Reaction SMILES: [CH:1]1([N:4]2[C:13]3[C:8](=[CH:9][C:10]([F:17])=[C:11]([F:16])[C:12]=3[O:14][CH3:15])[C:7](=[O:18])[C:6]([C:19]([OH:21])=[O:20])=[CH:5]2)[CH2:3][CH2:2]1.[N+:22]([O-])([O-:24])=[O:23].[K+]>S(=O)(=O)(O)O>[CH:1]1([N:4]2[C:13]3[C:8](=[C:9]([N+:22]([O-:24])=[O:23])[C:10]([F:17])=[C:11]([F:16])[C:12]=3[O:14][CH3:15])[C:7](=[O:18])[C:6]([C:19]([OH:21])=[O:20])=[CH:5]2)[CH2:2][CH2:3]1 |f:1.2|. Yields the product C1(CC1)N1C=C(C(C2=C(C(=C(C(=C12)OC)F)F)[N+](=O)[O-])=O)C(=O)O (1-cyclopropyl-6,7-difluoro-1,4-dihydro-8-methoxy-5-nitro-4-oxo-3-quinolinecarboxylic acid). Reported procedure: To a solution of 1-cyclopropyl-6,7-difluoro-1,4-dihydro-8-methoxy-4-oxo-3-quinolinecarboxylic acid (490 mg) in concentrated sulfuric acid (5 ml) was added potassium nitrate (235 mg) below 5° C. under stirring portionwise. After stirring for 45 minutes, the reaction mixture was poured into ice water (25 ml) and the resulting precipitate was collected by filtration, washed with cold water sufficiently, recrystallized from a solution of dichloromethane-methanol (1:1) to give the title compound (392... Reactants: C1(CC1)N1C=C(C(C2=CC(=C(C(=C12)OC)F)F)=O)C(=O)O (1-cyclopropyl-6,7-difluoro-1,4-dihydro-8-methoxy-4-oxo-3-quinolinecarboxylic acid), [N+](=O)([O-])[O-].[K+] (potassium nitrate), ice water. Yields the product NC(=O)c1ncn2c(=O)n(CCO)nnc12. RXN SMILES: [C:1]([Si:2]([CH3:3])([CH3:4])[O:6][CH2:7][CH2:8][n:9]1[n:10][n:11][c:12]2[n:13]([c:14]1=[O:15])[cH:16][n:17][c:18]2[C:19](=[O:20])[NH2:21])([CH3:5])([CH3:22])[CH3:23].[C:24]([OH:25])(=[O:26])[CH3:27].[CH2:29]1[O:30][CH2:31][CH2:32][CH2:33]1.[OH2:28]>>[OH:6][CH2:7][CH2:8][n:9]1[n:10][n:11][c:12]2[n:13]([c:14]1=[O:15])[cH:16][n:17][c:18]2[C:19](=[O:20])[NH2:21]. The reactants are CC(C)(C)[Si](C)(C)OCCn1nnc2c(C(N)=O)ncn2c1=O, CC(=O)O, C1CCOC1, O. Reactants: CCC(CC)C(=O)c1oc2ccc(F)cc2c1C, CO, O. The product is CCC(CC)C(O)c1oc2ccc(F)cc2c1C. As a reaction SMILES: [CH2:1]([CH3:2])[CH:3]([C:4](=[O:5])[c:6]1[o:7][c:8]2[c:9]([c:10]1[CH3:11])[cH:12][c:13]([F:16])[cH:14][cH:15]2)[CH2:17][CH3:18].[CH3:20][OH:21].[OH2:19]>>[CH2:1]([CH3:2])[CH:3]([CH:4]([OH:5])[c:6]1[o:7][c:8]2[c:9]([c:10]1[CH3:11])[cH:12][c:13]([F:16])[cH:14][cH:15]2)[CH2:17][CH3:18]. Starting materials: BrC1=C(C(=C(C(=C1O)NC(C(C)(C)C)=O)C#N)C)C1=CC(=CC=C1)[N+](=O)[O-] (N-(2-bromo-5-cyano-3-hydroxy-6-methyl-3′-nitrobiphenyl-4-yl)-2,2-dimethylpropionamide), O.C1(=CC=C(C=C1)S(=O)(=O)O)C (p-toluenesulfonic acid monohydrate), C1(=CC=CC=C1)C (toluene). Run in C(C)(=O)OCC (ethyl acetate). Product: BrC=1C(=C(C(=C2N=C(OC21)C(C)(C)C)C#N)C)C2=CC(=CC=C2)[N+](=O)[O-] (7-Bromo-2-tert-butyl-5-methyl-6-(3-nitrophenyl)-1,3-benzoxazole-4-carbonitrile). Isolated yield 92.5%. RXN SMILES: [Br:1][C:2]1[C:7]([OH:8])=[C:6]([NH:9][C:10](=O)[C:11]([CH3:14])([CH3:13])[CH3:12])[C:5]([C:16]#[N:17])=[C:4]([CH3:18])[C:3]=1[C:19]1[CH:24]=[CH:23][CH:22]=[C:21]([N+:25]([O-:27])=[O:26])[CH:20]=1.O.C1(C)C=CC(S(O)(=O)=O)=CC=1.C1(C)C=CC=CC=1>C(OCC)(=O)C>[Br:1][C:2]1[C:3]([C:19]2[CH:24]=[CH:23][CH:22]=[C:21]([N+:25]([O-:27])=[O:26])[CH:20]=2)=[C:4]([CH3:18])[C:5]([C:16]#[N:17])=[C:6]2[C:7]=1[O:8][C:10]([C:11]([CH3:12])([CH3:14])[CH3:13])=[N:9]2 |f:1.2|. Procedure details: A mixture of N-(2-bromo-5-cyano-3-hydroxy-6-methyl-3′-nitrobiphenyl-4-yl)-2,2-dimethylpropionamide (I-15) (490 mg, 1.13 mmol), p-toluenesulfonic acid monohydrate (22 mg, 4.23 mmol) and toluene (50 ml) was heated under reflux for 3 hours. After cooling, the reaction liquid was diluted with ethyl acetate, successively washed with an aqueous saturated sodium hydrogencarbonate solution and saturated brine, dried on anhydrous magnesium sulfate, the solvent was evaporated away under reduced pressure t... Reactants: CCOC(=O)C1CCN(c2ccc(C(=O)OC(C)(C)C)cc2F)CC1, O=C1CCC(=O)N1Cl, CN(C)C=O. Yields the product CCOC(=O)C1CCN(c2c(F)cc(C(=O)OC(C)(C)C)cc2Cl)CC1. RXN SMILES: [CH2:1]([CH3:2])[O:3][C:4]([CH:5]1[CH2:6][CH2:7][N:8]([c:11]2[c:12]([F:24])[cH:13][c:14]([C:17](=[O:18])[O:19][C:20]([CH3:21])([CH3:22])[CH3:23])[cH:15][cH:16]2)[CH2:9][CH2:10]1)=[O:25].[Cl:26][N:27]1[C:28](=[O:29])[CH2:30][CH2:31][C:32]1=[O:33].[O:34]=[CH:35][N:36]([CH3:37])[CH3:38]>>[CH2:1]([CH3:2])[O:3][C:4]([CH:5]1[CH2:6][CH2:7][N:8]([c:11]2[c:12]([F:24])[cH:13][c:14]([C:17](=[O:18])[O:19][C:20]([CH3:21])([CH3:22])[CH3:23])[cH:15][c:16]2[Cl:26])[CH2:9][CH2:10]1)=[O:25]. Reactants: CC(C)(C)OC(=O)N1CCC(c2ccc(S(=O)(=O)c3ccc4[nH]ncc4c3)cc2)C1, ClCCl, O=C(O)C(F)(F)F. The product is CN1CCC(c2ccc(S(=O)(=O)c3ccc4[nH]ncc4c3)cc2)C1. RXN SMILES: [C:8]([O:9][C:13](=[O:10])[N:15]1[CH2:16][CH:17]([c:20]2[cH:21][cH:22][c:23]([S:26](=[O:27])(=[O:28])[c:29]3[cH:30][c:31]4[cH:32][n:33][nH:34][c:35]4[cH:36][cH:37]3)[cH:24][cH:25]2)[CH2:18][CH2:19]1)([CH3:11])([CH3:12])[CH3:14].[Cl:38][CH2:39][Cl:40].[OH:1][C:2]([C:3]([F:4])([F:5])[F:6])=[O:7]>>[CH3:13][N:15]1[CH2:16][CH:17]([c:20]2[cH:21][cH:22][c:23]([S:26](=[O:27])(=[O:28])[c:29]3[cH:30][c:31]4[cH:32][n:33][nH:34][c:35]4[cH:36][cH:37]3)[cH:24][cH:25]2)[CH2:18][CH2:19]1.